From a dataset of the Open Reaction Database (ORD), a public repository of structured organic reaction records. describe an organic reaction: reactants, conditions, products, and yield The reactants are C(C1=CC=CC=C1)(=O)C1=C2CCC(C2=CC=C1)C(=O)O (4-benzoylindan-1-carboxylic acid), [N+](=[N-])=C (diazomethane). Solvent: CCOCC (ether). Reaction conditions: time 30 minute. The product is C(C1=CC=CC=C1)(=O)C1=C2CCC(C2=CC=C1)C(=O)OC (methyl 4-benzoylindan-1-carboxylate). RXN SMILES: [C:1]([C:9]1[CH:17]=[CH:16][CH:15]=[C:14]2[C:10]=1[CH2:11][CH2:12][CH:13]2[C:18]([OH:20])=[O:19])(=[O:8])[C:2]1[CH:7]=[CH:6][CH:5]=[CH:4][CH:3]=1.[N+](=[CH2:23])=[N-]>CCOCC>[C:1]([C:9]1[CH:17]=[CH:16][CH:15]=[C:14]2[C:10]=1[CH2:11][CH2:12][CH:13]2[C:18]([O:20][CH3:23])=[O:19])(=[O:8])[C:2]1[CH:3]=[CH:4][CH:5]=[CH:6][CH:7]=1. Reported procedure: In 50 ml. of ether is dissolved 2.7 g. of 4-benzoylindan-1-carboxylic acid and, then, an ethereal solution of diazomethane is added until the yellow color of the solution has not disappeared. The solution is then allowed to stand for 30 minutes, after which the excess diazomethane and the ether are distilled off. The methyl 4-benzoylindan-1-carboxylate thus obtained as the distillation residue is dissolved in 50 ml. of dimethylsulfoxide and under stirring, the solution is added dropwise to 100 m... The reactants are ClC1=CC=C(C(C(=O)OCC)=C1)O (Ethyl 5-chlorosalicylate), ClC1=CC=NC2=CC(=C(C=C12)OC)OC (4-chloro-6,7-dimethoxyquinoline). The reagents and catalysts are CN(C1=CC=NC=C1)C (4-dimethylaminopyridine). Run in ClC1=C(C=CC=C1)Cl (o-dichlorobenzene). Run at temperature 120 celsius, time 8 hour. Product: ClC=1C=CC(=C(C(=O)OCC)C1)OC1=CC=NC2=CC(=C(C=C12)OC)OC (Ethyl 5-chloro-2-[(6,7-dimethoxy-4-quinolyl)oxy]benzoate). The yield is 14.4%. Reaction SMILES: [Cl:1][C:2]1[CH:12]=[C:6]([C:7]([O:9][CH2:10][CH3:11])=[O:8])[C:5]([OH:13])=[CH:4][CH:3]=1.Cl[C:15]1[C:24]2[C:19](=[CH:20][C:21]([O:27][CH3:28])=[C:22]([O:25][CH3:26])[CH:23]=2)[N:18]=[CH:17][CH:16]=1>CN(C)C1C=CN=CC=1.ClC1C=CC=CC=1Cl>[Cl:1][C:2]1[CH:3]=[CH:4][C:5]([O:13][C:15]2[C:24]3[C:19](=[CH:20][C:21]([O:27][CH3:28])=[C:22]([O:25][CH3:26])[CH:23]=3)[N:18]=[CH:17][CH:16]=2)=[C:6]([CH:12]=1)[C:7]([O:9][CH2:10][CH3:11])=[O:8]. Procedure: Ethyl 5-chlorosalicylate (147 mg), 4-chloro-6,7-dimethoxyquinoline (165 mg), and 4-dimethylaminopyridine (270 mg) were suspended in o-dichlorobenzene (1 ml), and the suspension was stirred at 120° C. overnight. The reaction solution was cooled to room temperature, and the solvent was removed by distillation under the reduced pressure. Water was then added to the residue, and the mixture was extracted with chloroform. The chloroform layer was washed with water and was dried over anhydrous sodium ... Reactants: ClC1=C(C=O)C=CC=C1Cl (2,3-dichlorobenzaldehyde), [N+](=O)(O)[O-] (nitric acid), ice water. Run in S(O)(O)(=O)=O (sulfuric acid). Run at time 1 hour. Product: ClC1=C(C=O)C(=CC=C1Cl)[N+](=O)[O-] (2,3-dichloro-6-nitrobenzaldehyde). Reaction SMILES: [Cl:1][C:2]1[C:9]([Cl:10])=[CH:8][CH:7]=[CH:6][C:3]=1[CH:4]=[O:5].[N+:11]([O-])([OH:13])=[O:12]>S(=O)(=O)(O)O>[Cl:1][C:2]1[C:9]([Cl:10])=[CH:8][CH:7]=[C:6]([N+:11]([O-:13])=[O:12])[C:3]=1[CH:4]=[O:5]. Reported procedure: To 2,3-dichlorobenzaldehyde (20 g, 114 mmol) in concentrated sulfuric acid (100 mL) was added cautiously fuming nitric acid (5.4 mL, 8.16 g, 130 mmol). The resulting solution was stirred for 1 hour, then poured onto an ice/water slurry and the precipitate collected by filtration. This was dissolved in diethyl ether (400 mL), and the solution washed with water and saturated sodium carbonate, then dried (MgSO4) and concentrated. The residue was re-dissolved in the minimum amount of hot diethyl eth... The reactants are CCNC(=O)c1cc(-c2cc(Cl)c(OCc3ccccc3)cc2OCc2ccccc2)on1, CCOCC, CC(=O)OC(C)=O, O=[N+]([O-])O. Yields the product CCNC(=O)c1noc(-c2cc(Cl)c(OCc3ccccc3)cc2OCc2ccccc2)c1[N+](=O)[O-]. RXN SMILES: [CH2:1]([CH3:2])[NH:3][C:4](=[O:5])[c:6]1[n:7][o:8][c:9](-[c:11]2[c:12]([O:26][CH2:27][c:28]3[cH:29][cH:30][cH:31][cH:32][cH:33]3)[cH:13][c:14]([O:18][CH2:19][c:20]3[cH:21][cH:22][cH:23][cH:24][cH:25]3)[c:15]([Cl:17])[cH:16]2)[cH:10]1.[CH3:38][CH2:39][O:40][CH2:41][CH3:42].[CH3:43][C:44]([O:45][C:46]([CH3:47])=[O:48])=[O:49].[OH:34][N+:35]([O-:36])=[O:37]>>[CH2:1]([CH3:2])[NH:3][C:4](=[O:5])[c:6]1[n:7][o:8][c:9](-[c:11]2[c:12]([O:26][CH2:27][c:28]3[cH:29][cH:30][cH:31][cH:32][cH:33]3)[cH:13][c:14]([O:18][CH2:19][c:20]3[cH:21][cH:22][cH:23][cH:24][cH:25]3)[c:15]([Cl:17])[cH:16]2)[c:10]1[N+:35](=[O:34])[O-:36]. The reactants are C(=O)(OC(C)(C)C)N[C@@H](CC1=CC=CC=C1)C(=O)C1(C2(CC3CC(CC1C3)C2)C(=O)OC)N (methyl Boc-L-phenylalanyl-2-amino-1-adamantanecarboxylate), FC(C(=O)O)(F)F (trifluoracetic acid). The solvent is C(Cl)Cl (methylene chloride). The product is N[C@@H](CC1=CC=CC=C1)C(=O)C1(C2(CC3CC(CC1C3)C2)C(=O)OC)N (methyl L-phenylalanyl-2-amino-1-adamantanecarboxylate), solid. Reaction SMILES: C([NH:8][C@H:9]([C:17]([C:19]1([NH2:33])[CH:26]2[CH2:27][CH:22]3[CH2:23][CH:24]([CH2:28][C:20]1([C:29]([O:31][CH3:32])=[O:30])[CH2:21]3)[CH2:25]2)=[O:18])[CH2:10][C:11]1[CH:16]=[CH:15][CH:14]=[CH:13][CH:12]=1)(OC(C)(C)C)=O.FC(F)(F)C(O)=O>C(Cl)Cl>[NH2:8][C@H:9]([C:17]([C:19]1([NH2:33])[CH:26]2[CH2:25][CH:24]3[CH2:23][CH:22]([CH2:21][C:20]1([C:29]([O:31][CH3:32])=[O:30])[CH2:28]3)[CH2:27]2)=[O:18])[CH2:10][C:11]1[CH:16]=[CH:15][CH:14]=[CH:13][CH:12]=1. Procedure details: To a solution of 1.862 g of methyl Boc-L-phenylalanyl-2-amino-1-adamantanecarboxylate (Isomer A) in 10 ml of methylene chloride is added 5 ml of trifluoracetic acid. After 15 minutes at room temperature the reaction mixture is concentrated to a small volume and 5 ml of cold potassium carbonate is added. The mixture is extracted twice with 20 ml of chloroform. The combined chloroform extracts are dried over sodium sulfate to give methyl L-phenylalanyl-2-amino-1-adamantanecarboxylate (Isomer A) as... The reactants are CCN1C(=O)CCC1C(=O)OC, CO, [Na+], [OH-]. Product: CCN1C(=O)CCC1C(=O)O. RXN SMILES: [CH2:1]([CH3:2])[N:3]1[CH:4]([C:5](=[O:6])[O:7][CH3:8])[CH2:9][CH2:10][C:11]1=[O:12].[CH3:15][OH:16].[Na+:14].[OH-:13]>>[CH2:1]([CH3:2])[N:3]1[CH:4]([C:5](=[O:6])[OH:7])[CH2:9][CH2:10][C:11]1=[O:12].